This data is from the Open Reaction Database (ORD), a public repository of structured organic reaction records. The task is: describe an organic reaction: reactants, conditions, products, and yield The reactants are OCC=1C=CC(=C(C1)N[C@H]1CC[C@H](CC1)C(=O)NC(C)C)[N+](=O)[O-] (cis-4-(5-(hydroxymethyl)-2-nitrophenylamino)-N-isopropylcyclohexanecarboxamide), S(=O)(Cl)Cl (thionyl chloride), C(C)#N (ACN), N1CCC(CC1)C(C)(C)O (2-(piperidin-4-yl)propan-2-ol). Run at temperature 0 celsius, time 3 hour. As a reaction SMILES: [OH:1][CH2:2][C:3]1[CH:4]=[CH:5][C:6]([N+:22]([O-:24])=[O:23])=[C:7]([NH:9][C@@H:10]2[CH2:15][CH2:14][C@H:13]([C:16]([NH:18][CH:19]([CH3:21])[CH3:20])=[O:17])[CH2:12][CH2:11]2)[CH:8]=1.S(Cl)(Cl)=O.C(#N)C.[NH:32]1[CH2:37][CH2:36][CH:35]([C:38]([OH:41])([CH3:40])[CH3:39])[CH2:34][CH2:33]1>C(Cl)Cl.CO>[NH4+:9].[OH-:1].[OH:41][C:38]([CH:35]1[CH2:36][CH2:37][N:32]([CH2:2][C:3]2[CH:4]=[CH:5][C:6]([N+:22]([O-:24])=[O:23])=[C:7]([NH:9][C@@H:10]3[CH2:11][CH2:12][C@H:13]([C:16]([NH:18][CH:19]([CH3:21])[CH3:20])=[O:17])[CH2:14][CH2:15]3)[CH:8]=2)[CH2:33][CH2:34]1)([CH3:40])[CH3:39] |f:6.7|. Yields the product [NH4+].[OH-] (NH4OH), OC(C)(C)C1CCN(CC1)CC=1C=CC(=C(C1)N[C@H]1CC[C@H](CC1)C(=O)NC(C)C)[N+](=O)[O-] (cis-4-(5-((4-(2-hydroxypropan-2-yl)piperidin-1-yl)methyl)-2-nitrophenylamino)-N-isopropylcyclohexanecarboxamide). The solvent is C(Cl)Cl (DCM), CO (MeOH). Procedure: To a solution of cis-4-(5-(hydroxymethyl)-2-nitrophenylamino)-N-isopropylcyclohexanecarboxamide (3.75 g, 11.18 mmol) in DCM (127 mL) at 0° C. was added thionyl chloride (4.08 mL, 55.9 mmol) dropwise. The reaction was stirred at 0° C. for 3 hours and then at RT for 2 hours. The reaction was concentrated in vacuo and suspended in ACN and re-concentrated to remove residual thionyl chloride. The residue was resuspended in ACN (102 mL, 11.18 mmol), cooled to 0° C., and to it was added 2-(piperidin-4-... Isolated yield 180.1%.